The task is: describe an organic reaction: reactants, conditions, products, and yield. This data is from the Open Reaction Database (ORD), a public repository of structured organic reaction records. Reactants: COC([C@@H](NC(=O)OC(C)(C)C)CO)=O (N-Boc-L-serine methyl ester), π-allylpalladium chloride dimer, C1(=CC=CC=C1)P(C1=CC=CC=C1)C1=CC=CC=C1 (triphenylphosphine), C(OCC=C)(OCC)=O (allyl ethyl carbonate). The solvent is C1CCOC1 (THF), C1CCOC1 (THF). Yields the product COC([C@@H](NC(=O)OC(C)(C)C)COCC=C)=O (O-Allyl-N-Boc-L-serine methyl ester). As a reaction SMILES: [CH3:1][O:2][C:3](=[O:15])[C@H:4]([CH2:13][OH:14])[NH:5][C:6]([O:8][C:9]([CH3:12])([CH3:11])[CH3:10])=[O:7].[C:16]1(P(C2C=CC=CC=2)C2C=CC=CC=2)[CH:21]=CC=C[CH:17]=1.C(=O)(OCC)OCC=C>C1COCC1>[CH3:1][O:2][C:3](=[O:15])[C@H:4]([CH2:13][O:14][CH2:21][CH:16]=[CH2:17])[NH:5][C:6]([O:8][C:9]([CH3:12])([CH3:10])[CH3:11])=[O:7]. Procedure: To a stirred solution of N-Boc-L-serine methyl ester (0.22 g, 1 mmol, 1 eq) in dry THF (2 ml) under N2 a mixture of π-allylpalladium chloride dimer (0.01 g, 0.02 mmol), triphenylphosphine (0.024 g, 0.09 mmol) and allyl ethyl carbonate (0.26 ml, 2 mmol, 2 eq) in dry THF (1 ml) was dropwise added at room temperature. Starting materials: F[B-](F)(F)F, O=C(O)C(=O)O, CC#N, Clc1ccccc1C1CCNC1, O=C(O)c1cnoc1-c1ccc(C(F)(F)F)cc1, c1ccncc1, CN(C)C(On1nnc2ccccc21)=[N+](C)C. Product: O=C(c1cnoc1-c1ccc(C(F)(F)F)cc1)N1CCC(c2ccccc2Cl)C1. RXN SMILES: [B-:19]([F:20])([F:21])([F:22])[F:23].[C:47]([OH:48])(=[O:49])[C:50]([OH:51])=[O:52].[CH3:65][C:66]#[N:67].[Cl:53][c:54]1[c:55]([CH:60]2[CH2:61][NH:62][CH2:63][CH2:64]2)[cH:56][cH:57][cH:58][cH:59]1.[F:1][C:2]([c:3]1[cH:4][cH:5][c:6](-[c:9]2[c:10]([C:14](=[O:15])[OH:16])[cH:11][n:12][o:13]2)[cH:7][cH:8]1)([F:17])[F:18].[cH:41]1[cH:42][cH:43][n:44][cH:45][cH:46]1.[n:24]1([O:25][C:26]([N:27]([CH3:28])[CH3:29])=[N+:30]([CH3:31])[CH3:32])[c:33]2[cH:34][cH:35][cH:36][cH:37][c:38]2[n:39][n:40]1>>[F:1][C:2]([c:3]1[cH:4][cH:5][c:6](-[c:9]2[c:10]([C:14](=[O:16])[N:62]3[CH2:61][CH:60]([c:55]4[c:54]([Cl:53])[cH:59][cH:58][cH:57][cH:56]4)[CH2:64][CH2:63]3)[cH:11][n:12][o:13]2)[cH:7][cH:8]1)([F:17])[F:18].